Dataset: the Open Reaction Database (ORD), a public repository of structured organic reaction records. Task: describe an organic reaction: reactants, conditions, products, and yield The reactants are ClC1=CC=C(CC2NCCC3=CC(=C(C=C23)OC)OC)C=C1 (1-(4-Chloro-benzyl)-6,7-dimethoxy-1,2,3,4-tetrahydroisoquinoline), BrCC(=O)Br (2-bromoacetyl bromide), C(C)OC1=C(CN)C=CC=C1 (2-ethoxy-benzylamine). The product is ClC1=CC=C(CC2N(CCC3=CC(=C(C=C23)OC)OC)CC(=O)NCC2=C(C=CC=C2)OCC)C=C1 (2-[1-(4-Chloro-benzyl)-6,7-dimethoxy-3,4-dihydro-1H-isoquinolin-2-yl]-N-(2-ethoxy-benzyl)-acetamide). RXN SMILES: [Cl:1][C:2]1[CH:22]=[CH:21][C:5]([CH2:6][CH:7]2[C:16]3[C:11](=[CH:12][C:13]([O:19][CH3:20])=[C:14]([O:17][CH3:18])[CH:15]=3)[CH2:10][CH2:9][NH:8]2)=[CH:4][CH:3]=1.Br[CH2:24][C:25](Br)=[O:26].[CH2:28]([O:30][C:31]1[CH:38]=[CH:37][CH:36]=[CH:35][C:32]=1[CH2:33][NH2:34])[CH3:29]>>[Cl:1][C:2]1[CH:3]=[CH:4][C:5]([CH2:6][CH:7]2[C:16]3[C:11](=[CH:12][C:13]([O:19][CH3:20])=[C:14]([O:17][CH3:18])[CH:15]=3)[CH2:10][CH2:9][N:8]2[CH2:24][C:25]([NH:34][CH2:33][C:32]2[CH:35]=[CH:36][CH:37]=[CH:38][C:31]=2[O:30][CH2:28][CH3:29])=[O:26])=[CH:21][CH:22]=1. Reported procedure: prepared by reaction of 1-(4-Chloro-benzyl)-6,7-dimethoxy-1,2,3,4-tetrahydroisoquinoline and 2-bromoacetyl bromide with 2-ethoxy-benzylamine Reactants: COC(CC1=NN(C(C2=CC=CC=C12)=O)CO)=O (methyl-3-hydroxymethyl-4-oxophthalazin-1-ylacetate), P(Br)(Br)Br (phosphorous tribromide). The solvent is C(Cl)Cl (methylene chloride). Product: COC(CC1=NN(C(C2=CC=CC=C12)=O)CBr)=O (Methyl-3-bromomethyl-4-oxo-3-H-phthalazin-1-ylacetate). RXN SMILES: [CH3:1][O:2][C:3](=[O:18])[CH2:4][C:5]1[C:14]2[C:9](=[CH:10][CH:11]=[CH:12][CH:13]=2)[C:8](=[O:15])[N:7]([CH2:16]O)[N:6]=1.P(Br)(Br)[Br:20]>C(Cl)Cl>[CH3:1][O:2][C:3](=[O:18])[CH2:4][C:5]1[C:14]2[C:9](=[CH:10][CH:11]=[CH:12][CH:13]=2)[C:8](=[O:15])[N:7]([CH2:16][Br:20])[N:6]=1. Procedure details: A solution of methyl-3-hydroxymethyl-4-oxophthalazin-1-ylacetate (0.49 g), phosphorous tribromide (0.54 g) and methylene chloride (10 ml) was stirred at room temperature for 2 hours. The solution was poured onto ice-water (5 ml) and the separated methylene chloride layer was collected, dried and evaporated to obtain a light yellow solid (yield: 0.43 g; m.p. 98°-104° C.). Starting materials: CCOc1cc(C(Nc2ccc(C(=N)NC(=O)OCc3ccccc3)cc2)C(=O)OC)ccc1OC(C)C, C1CCOC1, CO, [Li+], [OH-]. The product is CCOc1cc(C(Nc2ccc(C(=N)NC(=O)OCc3ccccc3)cc2)C(=O)O)ccc1OC(C)C. Reaction SMILES: [CH2:1]([c:2]1[cH:3][cH:4][cH:5][cH:6][cH:7]1)[O:8][C:9](=[O:10])[NH:11][C:12](=[NH:13])[c:14]1[cH:15][cH:16][c:17]([NH:20][CH:21]([C:22](=[O:23])[O:24][CH3:25])[c:26]2[cH:27][c:28]([O:36][CH2:37][CH3:38])[c:29]([O:32][CH:33]([CH3:34])[CH3:35])[cH:30][cH:31]2)[cH:18][cH:19]1.[CH2:43]1[O:44][CH2:45][CH2:46][CH2:47]1.[CH3:41][OH:42].[Li+:39].[OH-:40]>>[CH2:1]([c:2]1[cH:3][cH:4][cH:5][cH:6][cH:7]1)[O:8][C:9](=[O:10])[NH:11][C:12](=[NH:13])[c:14]1[cH:15][cH:16][c:17]([NH:20][CH:21]([C:22](=[O:23])[OH:24])[c:26]2[cH:27][c:28]([O:36][CH2:37][CH3:38])[c:29]([O:32][CH:33]([CH3:34])[CH3:35])[cH:30][cH:31]2)[cH:18][cH:19]1. Reactants: C(C)(=O)O[C@H]1[C@@H](O[C@@H]([C@H]1OC(C)=O)COC(C)=O)N1C=NC=2C(N[C@@H](CSC3=NN=CN3C)C)=NC(=NC12)Cl (2',3',5'-tri-O-acetyl-2-chloro-N-[(R)-1-(4-methyl-1,2,4-triazol-3-yl)thio-2-propyl]adenosine), Cl.N[C@@H](CSC1=NN=CN1C)C (3-[(R)-2-amino-1-propylthio]-4-methyl-1,2,4-triazole hydrochloride), C(C)(=O)O[C@H]1[C@@H](O[C@@H]([C@H]1OC(C)=O)COC(C)=O)N1C2=NC(=NC(=C2N=C1)Cl)Cl (9-(2,3,5-tri-O-acetyl-β-D-ribofuranosyl)-2,6-dichloro-9H-purine), 2-[(R)-N-tert-butyloxycarbonyl]amino-1-propanol, SC1=NN=CN1C (3-mercapto-4-methyl-1,2,4-triazole), C[O-].[Na+] (sodium methoxide). Solvent: CO (methanol). The product is ClC=1N=C(C=2N=CN([C@H]3[C@H](O)[C@H](O)[C@@H](CO)O3)C2N1)N[C@@H](CSC1=NN=CN1C)C (2-chloro-N[(R)-1-(4-methyl-1,2,4-triazol-3-yl)thio-2-propyl]adenosine). Isolated yield 17.0%. As a reaction SMILES: Cl.N[C@H](C)CSC1N(C)C=NN=1.SC1N(C)C=NN=1.C(O[C@@H]1[C@H](OC(=O)C)[C@@H](COC(=O)C)O[C@H]1N1C=NC2C1=NC(Cl)=NC=2Cl)(=O)C.C([O:52][C@@H:53]1[C@H:57]([O:58]C(=O)C)[C@@H:56]([CH2:62][O:63]C(=O)C)[O:55][C@H:54]1[N:67]1[C:86]2[N:85]=[C:84]([Cl:87])[N:83]=[C:71]([NH:72][C@H:73]([CH3:82])[CH2:74][S:75][C:76]3[N:80]([CH3:81])[CH:79]=[N:78][N:77]=3)[C:70]=2[N:69]=[CH:68]1)(=O)C.C[O-].[Na+]>CO>[Cl:87][C:84]1[N:83]=[C:71]([NH:72][C@H:73]([CH3:82])[CH2:74][S:75][C:76]2[N:80]([CH3:81])[CH:79]=[N:78][N:77]=2)[C:70]2[N:69]=[CH:68][N:67]([C:86]=2[N:85]=1)[C@@H:54]1[O:55][C@H:56]([CH2:62][OH:63])[C@@H:57]([OH:58])[C@H:53]1[OH:52] |f:0.1,5.6|. Procedure: The title compound was prepared according to method A as described in Example 1 by reacting 3-[(R)-2-amino-1-propylthio]-4-methyl-1,2,4-triazole hydrochloride [prepared by a Mitsunobu reaction as described in Example 1 using 2-[(R)-N-tert-butyloxycarbonyl]amino-1-propanol (3.5 g, 20 mmol) and 3-mercapto-4-methyl-1,2,4-triazole (2.3 g, 20 mmol) followed by acidic hydrolysis] (0.56 g, 2.2 mmol) with 9-(2,3,5-tri-O-acetyl-β-D-ribofuranosyl)-2,6-dichloro-9H-purine (1.0 g, 2.2 mmol), followed by deac... The reactants are [N+](=O)([O-])[O-] (nitrate), [N+](=O)(O)[O-] (nitric acid), [Cu] (copper), [N+](=O)(O)[O-] (nitric acid), [N+](=O)(O)[O-] (nitric acid), [Cu] (copper). Yields the product [N+](=O)([O-])[O-].[Cu+2].[N+](=O)([O-])[O-] (copper nitrate). As a reaction SMILES: [N+:1]([O-:4])([O-:3])=[O:2].[N+:5]([O-:8])([OH:7])=[O:6].[Cu:9]>>[N+:1]([O-:4])([O-:3])=[O:2].[Cu+2:9].[N+:5]([O-:8])([O-:7])=[O:6] |f:3.4.5|. Reported procedure: Preparing nitrate solution 100 may further comprise adding nitric acid solution to the at least one metal slurry 103. In applications, the nitric acid solution is added, with mechanical stirring, to the metal slurry or slurries drop wise. In embodiments, a portion of nitric acid solution is first combined with copper powder to dissolve the copper and form copper nitrate solution, the resultant copper nitrate solution is added dropwise to the iron powder/water slurry, and a second portion of nitr... The product is Cl.C1N(CC2C1CNC2)C(C)=O (1-(Hexahydro-pyrrolo[3,4-c]pyrrol-2-yl)-ethanone hydrochloride). RXN SMILES: C([O:5][C:6]([N:8]1[CH2:15][CH:14]2[CH:10]([CH2:11][NH:12][CH2:13]2)[CH2:9]1)=O)(C)(C)C.[ClH:16].[C@H:17]12C[C@H](NC1)CN2C(=O)C>>[ClH:16].[CH2:9]1[CH:10]2[CH2:11][NH:12][CH2:13][CH:14]2[CH2:15][N:8]1[C:6](=[O:5])[CH3:17] |f:1.2,3.4|. Reported procedure: The title product KK is prepared from hexahydro-pyrrolo[3,4-c]pyrrole-2-carboxylic acid tert-butyl ester according to the procedure described for the synthesis of Intermediate O. The reactants are C(C)(C)(C)OC(=O)N1CC2CNCC2C1 (hexahydro-pyrrolo[3,4-c]pyrrole-2-carboxylic acid tert-butyl ester), Cl.[C@@H]12N(C[C@@H](NC1)C2)C(C)=O ((1S,4S)-1-(2,5-Diaza-bicyclo[2.2.1]hept-2-yl)-ethanone hydrochloride). Starting materials: ClCCCl, CNCc1cc2ccccc2n1C, CN(C)C=O, O, On1nnc2ccccc21, O=C(O)C=Cc1cccnc1. Yields the product CN(Cc1cc2ccccc2n1C)C(=O)C=Cc1cccnc1. RXN SMILES: [CH2:1]([Cl:2])[CH2:3][Cl:4].[CH3:16][n:17]1[c:18]([CH2:26][NH:27][CH3:28])[cH:19][c:20]2[cH:21][cH:22][cH:23][cH:24][c:25]12.[O:40]=[CH:41][N:42]([CH3:43])[CH3:44].[OH2:39].[OH:29][n:30]1[c:31]2[c:32]([cH:33][cH:34][cH:35][cH:36]2)[n:37][n:38]1.[n:5]1[cH:6][c:7]([CH:11]=[CH:12][C:13](=[O:14])[OH:15])[cH:8][cH:9][cH:10]1>>[n:5]1[cH:6][c:7]([CH:11]=[CH:12][C:13](=[O:15])[N:27]([CH2:26][c:18]2[n:17]([CH3:16])[c:25]3[c:20]([cH:19]2)[cH:21][cH:22][cH:23][cH:24]3)[CH3:28])[cH:8][cH:9][cH:10]1. The reactants are ClC=1C=C2C=3C(=C(NC3C1)C(=O)O)C(CC2)CC(NC2=C(C=C(C=C2)CNC(=O)OC(C)(C)C)OCC(=O)O)=O (7-chloro-3-[p-tert-butoxycarbonylaminomethyl-o-(carboxymethoxy)phenylcarbamoylmethyl]-1,3,4,5-tetrahydrobenz[cd]indole-2-carboxylic acid). The solvent is O1CCOCC1 (1,4-dioxane), Cl (HCl), O1CCOCC1 (1,4-dioxane). Run at time 20 hour. The product is Cl.ClC=1C=C2C=3C(=C(NC3C1)C(=O)O)C(CC2)CC(NC2=C(C=C(C=C2)CN)OCC(=O)O)=O (7-Chloro-3-[p-aminomethyl-o-(carboxymethoxy)phenylcarbamoylmethyl]-1,3,4,5-tetrahydrobenz[cd]indole-2-carboxylic acid hydrochloride). Yield: 123.8%. RXN SMILES: [Cl:1][C:2]1[CH:3]=[C:4]2[CH2:16][CH2:15][CH:14]([CH2:17][C:18](=[O:40])[NH:19][C:20]3[CH:25]=[CH:24][C:23]([CH2:26][NH:27]C(OC(C)(C)C)=O)=[CH:22][C:21]=3[O:35][CH2:36][C:37]([OH:39])=[O:38])[C:6]3=[C:7]([C:11]([OH:13])=[O:12])[NH:8][C:9]([CH:10]=1)=[C:5]23>O1CCOCC1.Cl>[ClH:1].[Cl:1][C:2]1[CH:3]=[C:4]2[CH2:16][CH2:15][CH:14]([CH2:17][C:18](=[O:40])[NH:19][C:20]3[CH:25]=[CH:24][C:23]([CH2:26][NH2:27])=[CH:22][C:21]=3[O:35][CH2:36][C:37]([OH:39])=[O:38])[C:6]3=[C:7]([C:11]([OH:13])=[O:12])[NH:8][C:9]([CH:10]=1)=[C:5]23 |f:3.4|. Reported procedure: A solution of 7-chloro-3-[p-tert-butoxycarbonylaminomethyl-o-(carboxymethoxy)phenylcarbamoylmethyl]-1,3,4,5-tetrahydrobenz[cd]indole-2-carboxylic acid acid (189 mg)in a mixture of 1,4-dioxane (4 mL) and 4N HCl in 1,4-dioxane (4 mL) was Stirred for 20 h at room temperature and concentrated in vacuo. The residual solid was rinsed with THF and dried in vacuo to give 104 mg of the title compound (47%): 1H NMR (DMSO-d6) δ13.05 (br, 2H), 11.45 (s, 1H), 9.24 (s, 1H), 830 (br, 3H), 8.04 (d, 1H, J=8.3 Hz... Reaction SMILES: [CH3:42][CH2:43][OH:44].[Cl:50][CH2:51][Cl:52].[Na+:41].[O:45]1[CH2:46][CH2:47][CH2:48][CH2:49]1.[OH-:40].[c:1]1([S:2](=[O:3])(=[O:4])[n:10]2[c:11]([C:19](=[CH:20][CH:21]3[CH2:22][C:23]4([O:24][CH2:25][CH2:26][O:27]4)[CH2:28][CH2:29]3)[c:30]3[cH:31][cH:32][c:33]([S:36](=[O:37])(=[O:38])[CH3:39])[cH:34][cH:35]3)[cH:12][c:13]3[c:14]2[n:15][cH:16][cH:17][cH:18]3)[cH:5][cH:6][cH:7][cH:8][cH:9]1>>[nH:10]1[c:11]([C:19](=[CH:20][CH:21]2[CH2:22][C:23]3([O:24][CH2:25][CH2:26][O:27]3)[CH2:28][CH2:29]2)[c:30]2[cH:31][cH:32][c:33]([S:36](=[O:37])(=[O:38])[CH3:39])[cH:34][cH:35]2)[cH:12][c:13]2[c:14]1[n:15][cH:16][cH:17][cH:18]2. Product: CS(=O)(=O)c1ccc(C(=CC2CCC3(C2)OCCO3)c2cc3cccnc3[nH]2)cc1. Reactants: CCO, ClCCl, [Na+], C1CCOC1, [OH-], CS(=O)(=O)c1ccc(C(=CC2CCC3(C2)OCCO3)c2cc3cccnc3n2S(=O)(=O)c2ccccc2)cc1. Reactants: CC1=C(C=2C=CC=C3CCN1C23)C2=CC=CC=C2 (1,2-dihydro-4-methyl-5-phenylpyrrolo[3,2,1-hi]indole), [OH-].[Na+] (sodium hydroxide), C(C)O (ethanol), S(O)(O)(=O)=O (sulfuric acid). Run in O (water). Yields the product C(C)(=O)C(C1=CC=CC=C1)C=1C=CC=C2CCNC12 (7-(α-acetylbenzyl) indoline). RXN SMILES: [CH3:1][C:2]1[N:11]2[C:12]3[C:8]([CH2:9][CH2:10]2)=[CH:7][CH:6]=[CH:5][C:4]=3[C:3]=1[C:13]1[CH:18]=[CH:17][CH:16]=[CH:15][CH:14]=1.C([OH:21])C.S(=O)(=O)(O)O.[OH-].[Na+]>O>[C:2]([CH:3]([C:4]1[CH:5]=[CH:6][CH:7]=[C:8]2[C:12]=1[NH:11][CH2:10][CH2:9]2)[C:13]1[CH:18]=[CH:17][CH:16]=[CH:15][CH:14]=1)(=[O:21])[CH3:1] |f:3.4|. Reported procedure: A mixture of 6.0 g. (0.0258 mole) of 1,2-dihydro-4-methyl-5-phenylpyrrolo[3,2,1-hi]indole in 60 ml. of ethanol, 30 ml. of water and 30 ml. of conc. sulfuric acid was refluxed for one hour. The hot solution was poured into a cold concentrated sodium hydroxide solution and the basic solution was extracted several times with ether. The combined ether extracts were washed with water, dried over sodium sulfate and concentrated at reduced pressure. The residual oil solidified and was recrystallized fr...